Task: describe an organic reaction: reactants, conditions, products, and yield. Dataset: the Open Reaction Database (ORD), a public repository of structured organic reaction records Starting materials: N(=NC(=O)OC(C)(C)C)C(=O)OC(C)(C)C (di-t-butyl azodicarboxylate), OCC=1C=CC(=C(C1)C=1C2=C(C(N(C1)C)=O)NC=C2)OC2=CC=CC=C2 (4-[5-(hydroxymethyl)-2-phenoxyphenyl]-6-methyl-1,6-dihydro-7H-pyrrolo[2,3-c]pyridin-7-one), N1N=CC=C1 (1H-pyrazole), C1(=CC=CC=C1)P(C1=CC=CC=C1)C1=CC=CC=C1 (triphenylphosphine). The solvent is O1CCCC1 (tetrahydrofuran). Reaction conditions: time 3 hour. Yields the product CN1C(C2=C(C(=C1)C1=C(C=CC(=C1)CN1N=CC=C1)OC1=CC=CC=C1)C=CN2)=O (6-methyl-4-[2-phenoxy-5-(1H-pyrazol-1-ylmethyl)phenyl]-1,6-dihydro-7H-pyrrolo[2,3-c]pyridin-7-one). Yield: 13.2%. Reaction SMILES: O[CH2:2][C:3]1[CH:4]=[CH:5][C:6]([O:20][C:21]2[CH:26]=[CH:25][CH:24]=[CH:23][CH:22]=2)=[C:7]([C:9]2[C:10]3[CH:19]=[CH:18][NH:17][C:11]=3[C:12](=[O:16])[N:13]([CH3:15])[CH:14]=2)[CH:8]=1.[NH:27]1[CH:31]=[CH:30][CH:29]=[N:28]1.C1(P(C2C=CC=CC=2)C2C=CC=CC=2)C=CC=CC=1.N(C(OC(C)(C)C)=O)=NC(OC(C)(C)C)=O>O1CCCC1>[CH3:15][N:13]1[CH:14]=[C:9]([C:7]2[CH:8]=[C:3]([CH2:2][N:27]3[CH:31]=[CH:30][CH:29]=[N:28]3)[CH:4]=[CH:5][C:6]=2[O:20][C:21]2[CH:22]=[CH:23][CH:24]=[CH:25][CH:26]=2)[C:10]2[CH:19]=[CH:18][NH:17][C:11]=2[C:12]1=[O:16]. Procedure details: A mixture of Example 20b (0.04 g, 0.115 mmol), 1H-pyrazole (0.016 g, 0.231 mmol), and triphenylphosphine (0.061 g, 0.231 mmol) in tetrahydrofuran (1 mL) was stirred for 2 minutes. To this solution was added di-t-butyl azodicarboxylate (DTBAD, 0.053 g, 0.231 mmol). The reaction mixture was stirred at room temperature for 3 hours. The solvent was removed under reduced pressure, and the residue was purified by preparative HPLC (C18, 10-80% acetonitrile/water with 0.1% TFA) to afford 0.006 g of the ... Reactants: C(C)(=O)NC1=CC=C(C2=CC=C(C(=C12)O)N=NC1=CC=C(C=C1)S(N)(=O)=O)S(=O)(=O)[O-].[Na+] (sodium 4-acetamido-5 -hydroxy-6-(4-sulfamoylphenylazo)-1-naphthalenesulfonate), Cl (hydrochloric acid), NC1=CC(=C(C2=CC=CC=C12)O)C(=O)NCCCCOC1=C(C=C(C=C1)C(C)(C)CC)C(C)(C)CC (4-amino-N-[4-(2,4-di-tert-pentylphenoxy)butyl]-1-hydroxy-2-naphthamide), C(C)(=O)NC1=CC=C(C2=C(C=CC(=C12)O)N=NC1=CC=C(C=C1)S(=O)(=O)Cl)S(=O)(=O)Cl (4-acetamido-8-(4-chlorosulfonylphenylazo)-5-hydroxy-1-naphthalenesulfonyl chloride), ClS(=O)(=O)O (chlorosulfonic acid). Run in N1=CC=CC=C1 (pyridine). Run at temperature 0 celsius, time 1 hour. Yields the product C(C)(=O)NC1=CC=C(C2=C(C=CC(=C12)O)N=NC1=CC=C(C=C1)S(=O)(=O)Cl)S(=O)(=O)Cl (4-acetamido-8-(4-chlorosulfonylphenylazo)-5-hydroxy-1-naphthalenesulfonyl chloride), C(C)(=O)NC1=CC=C(C2=C(C=CC(=C12)O)N=NC1=CC=C(C=C1)S(N)(=O)=O)S(=O)(=O)[O-].[Na+] (sodium 4-acetamido-5-hydroxy-8-(4-sulfamoylphenylazo)-1-naphthalenesulfonate). Reaction SMILES: [NH2:1]C1C2C(=CC=CC=2)C(O)=C(C(NCCCCOC2C=CC(C(CC)(C)C)=CC=2C(CC)(C)C)=O)C=1.[C:37]([NH:40][C:41]1[C:50]2[C:45](=[C:46]([N:52]=[N:53][C:54]3[CH:59]=[CH:58][C:57]([S:60]([Cl:63])(=[O:62])=[O:61])=[CH:56][CH:55]=3)[CH:47]=[CH:48][C:49]=2[OH:51])[C:44]([S:64]([Cl:67])(=[O:66])=[O:65])=[CH:43][CH:42]=1)(=[O:39])[CH3:38].Cl.[C:69]([NH:72][C:73]1[C:82]2[C:77](=[CH:78][CH:79]=[C:80](N=NC3C=CC(S(=O)(=O)N)=CC=3)[C:81]=2[OH:83])[C:76]([S:96]([O-:99])(=[O:98])=[O:97])=[CH:75][CH:74]=1)(=[O:71])[CH3:70].[Na+:100].ClS(O)(=O)=O>N1C=CC=CC=1>[C:37]([NH:40][C:41]1[C:50]2[C:45](=[C:46]([N:52]=[N:53][C:54]3[CH:55]=[CH:56][C:57]([S:60]([Cl:63])(=[O:61])=[O:62])=[CH:58][CH:59]=3)[CH:47]=[CH:48][C:49]=2[OH:51])[C:44]([S:64]([Cl:67])(=[O:65])=[O:66])=[CH:43][CH:42]=1)(=[O:39])[CH3:38].[C:69]([NH:72][C:73]1[C:82]2[C:77](=[C:78]([N:52]=[N:53][C:54]3[CH:59]=[CH:58][C:57]([S:60](=[O:62])(=[O:61])[NH2:1])=[CH:56][CH:55]=3)[CH:79]=[CH:80][C:81]=2[OH:83])[C:76]([S:96]([O-:99])(=[O:97])=[O:98])=[CH:75][CH:74]=1)(=[O:71])[CH3:70].[Na+:100] |f:3.4,8.9|. Procedure details: To a solution of 1.95 g. (0.004 mol) of 4-amino-N-[4-(2,4-di-tert-pentylphenoxy)butyl]-1-hydroxy-2-naphthamide in 50 ml. of dry pyridine at 0° C., under nitrogen, was added 1.95 g. (0.004 mol) of 4-acetamido-8-(4-chlorosulfonylphenylazo)-5-hydroxy-1-naphthalenesulfonyl chloride. The solution was stirred at 0° C. for one hour, poured into 75 ml. of concentrated hydrochloric acid and 75 ml. of ice. The solid was collected on a filter funnel and dried. It was then chromatographed on a silica column...